From a dataset of the Open Reaction Database (ORD), a public repository of structured organic reaction records. describe an organic reaction: reactants, conditions, products, and yield Reactants: C(#N)CN1C=NC=C1 (1-cyanomethylimidazole), C(=S)=S (carbon disulfide), [OH-] (hydroxide), S1SC(C=C1)C(=O)[O-] (dithiolate), BrC(CBr)C1=CC=C(C=C1)OC(C)(C)C (1,2-dibromo-1-(4-t-butoxyphenyl)ethane). Solvent: CS(=O)C (dimethyl sulfoxide), CS(=O)C (dimethyl sulfoxide). Reaction conditions: time 1 hour. Product: N1(C=NC=C1)C(C#N)=C1SCC(S1)C1=C(C=CC=C1)O (2-(1-Imidazolyl)-2-{4-(hydroxyphenyl)-1,3-dithiolane-2-ylidene}acetonitrile). Isolated yield 16.8%. RXN SMILES: [C:1]([CH2:3][N:4]1[CH:8]=[CH:7][N:6]=[CH:5]1)#[N:2].[C:9](=[S:11])=[S:10].[OH-].S1C=CC(C([O-])=[O:19])S1.Br[CH:22]([C:25]1[CH:30]=[CH:29][C:28](OC(C)(C)C)=[CH:27][CH:26]=1)[CH2:23]Br>CS(C)=O>[N:4]1([C:3](=[C:9]2[S:11][CH:22]([C:25]3[CH:30]=[CH:29][CH:28]=[CH:27][C:26]=3[OH:19])[CH2:23][S:10]2)[C:1]#[N:2])[CH:8]=[CH:7][N:6]=[CH:5]1. Procedure: In 40 ml of dimethyl sulfoxide were dissolved 4.6 g (0.004 mol) of 1-cyanomethylimidazole, 3.1 g (0.005 mol) of carbon disulfide and 5.2 g of pottassium hydroxide powder by stirring at room temperature for 1 hour to prepare a dithiolate solution. The solution was added dropwise to a solution of 14.8 g (0.04 mol) of 1,2-dibromo-1-(4-t-butoxyphenyl)ethane in 40 ml of dimethyl sulfoxide at 30° C., followed by stirring for 2 hours. To the reaction mixture was added 200 ml of icewater, and the mixtur... Reactants: C[Al](C)C (Me3Al), CCOC(=O)C.O (EtOAc H2O), FC(C=1C=C(N)C=CC1)(F)F (3-Trifluoromethyl aniline), COC(=O)C=1C=NN2C1C=CC(=C2)OC2=NC(=NC(=C2)Cl)N (6-(2-amino-6-chloro-pyrimidin-4-yloxy)-pyrazolo[1,5-a]pyridine-3-carboxylic acid methyl ester). Run in C1(=CC=CC=C1)C (toluene), C1CCOC1 (THF). Reaction conditions: temperature 5 celsius, time 1 hour. The product is FC(C=1C=C(C=CC1)NC(=O)C=1C=NN2C1C=CC(=C2)OC2=NC(=NC(=C2)Cl)N)(F)F (6-(2-Amino-6-chloro-pyrimidin-4-yloxy)-pyrazolo[1,5-a]pyridine-3-carboxylic acid (3-trifluoromethyl-phenyl)-amide). As a reaction SMILES: [F:1][C:2]([F:11])([F:10])[C:3]1[CH:4]=[C:5]([CH:7]=[CH:8][CH:9]=1)[NH2:6].C[Al](C)C.C[O:17][C:18]([C:20]1[CH:21]=[N:22][N:23]2[CH:28]=[C:27]([O:29][C:30]3[CH:35]=[C:34]([Cl:36])[N:33]=[C:32]([NH2:37])[N:31]=3)[CH:26]=[CH:25][C:24]=12)=O.CCOC(C)=O.O>C1(C)C=CC=CC=1.C1COCC1>[F:1][C:2]([F:10])([F:11])[C:3]1[CH:4]=[C:5]([NH:6][C:18]([C:20]2[CH:21]=[N:22][N:23]3[CH:28]=[C:27]([O:29][C:30]4[CH:35]=[C:34]([Cl:36])[N:33]=[C:32]([NH2:37])[N:31]=4)[CH:26]=[CH:25][C:24]=23)=[O:17])[CH:7]=[CH:8][CH:9]=1 |f:3.4|. Procedure details: 10.5 μl (0.084 mMol) 3-Trifluoromethyl aniline are dissolved in 2 ml toluene and cooled to 5° C. 126 μl Me3Al (2 M solution in toluene; 0.25 mMol) are added slowly via a syringe followed by a solution of 27 mg (0.084 mMol) 6-(2-amino-6-chloro-pyrimidin-4-yloxy)-pyrazolo[1,5-a]pyridine-3-carboxylic acid methyl ester in 1 ml THF. The reaction is stirred at rt for 1 h and then heated to 110° C. for 30 min. The reaction is submitted to aq. workup with EtOAc/H2O. The organic layers are combined, drie... The reactants are C(C)(C)C1=NN2C(C=CC=C2)=C1 (2-isopropylpyrazolo[1,5-a]pyridine), C(C)(=O)OC(C)=O (acetic anhydride). The reagents and catalysts are S(O)(O)(=O)=O (sulfuric acid). Run in [OH-].[K+] (potassium hydroxide). Run at time 1 hour. The product is C(C)(=O)C=1C(=NN2C1C=CC=C2)C(C)C (3-acetyl-2-isopropylpyrazolo[1,5-a]pyridine). The yield is 81.1%. As a reaction SMILES: [CH:1]([C:4]1[CH:12]=[C:7]2[CH:8]=[CH:9][CH:10]=[CH:11][N:6]2[N:5]=1)([CH3:3])[CH3:2].[C:13](OC(=O)C)(=[O:15])[CH3:14]>S(=O)(=O)(O)O.[OH-].[K+]>[C:13]([C:12]1[C:4]([CH:1]([CH3:3])[CH3:2])=[N:5][N:6]2[CH:11]=[CH:10][CH:9]=[CH:8][C:7]=12)(=[O:15])[CH3:14] |f:3.4|. Procedure details: A mixture of 4.2g of 2-isopropylpyrazolo[1,5-a]pyridine, 10.2g of acetic anhydride and 2-3 drops of concentrated sulfuric acid was refluxed for 7 hr. After cooling, the mixture was added to 200 ml of 4M potassium hydroxide solution and stirred for 1 hr. The solution was extracted with chloroform and the chloroform solution was dried over sodium sulfate. The dried chloroform solution was concentrated and the residue was column-chromatographed over alumina to isolate objective product. Recrystalli... Starting materials: [N+](=O)([O-])C=1C=C(CCl)C=C(C1)[N+](=O)[O-] (3,5-dinitrobenzylchloride), C(CO)(=O)OC (methyl glycolate), CC(=O)C.C(=O)=O (acetone dry ice), [H-].[Na+] (NaH), oil. Run in C(C)(=O)O (acetic acid), C1CCOC1 (THF). The product is [N+](=O)([O-])C=1C=C(COCC(=O)OC)C=C(C1)[N+](=O)[O-] (Methyl 3,5-dinitrobenzoxyacetate). Isolated yield 82.1%. RXN SMILES: [C:1]([O:5][CH3:6])(=[O:4])[CH2:2][OH:3].CC(C)=O.C(=O)=O.[H-].[Na+].[N+:16]([C:19]1[CH:20]=[C:21]([CH:24]=[C:25]([N+:27]([O-:29])=[O:28])[CH:26]=1)[CH2:22]Cl)([O-:18])=[O:17]>C1COCC1.C(O)(=O)C>[N+:16]([C:19]1[CH:20]=[C:21]([CH:24]=[C:25]([N+:27]([O-:29])=[O:28])[CH:26]=1)[CH2:22][O:3][CH2:2][C:1]([O:5][CH3:6])=[O:4])([O-:18])=[O:17] |f:1.2,3.4|. Procedure: To a solution of methyl glycolate (10 mL, 130 mmol) in THF (50 mL) at -70° C. (acetone-dry ice) was added in small portions, with stirring 60% NaH in oil (1.6 g, 111 mmol). To the resulting white suspension was added a solution of 3,5-dinitrobenzylchloride (5.0 g, 23 mmol). The reaction was allowed to warm to room temperature and acetic acid (2 mL) was added to quench excess NaH. The reaction mixture was concentrated and the residual tan oil was partitioned between water and CH2Cl2. The organic ... Reactants: FC=1C(NC=NC1C1=CC=2C(=NC=C(C2)S(=O)(=O)C)N1CC1=CC=C(C=C1)F)=O (5-fluoro-6-(1-(4-fluorobenzyl)-5-methanesulfonyl-1H-pyrrolo[2,3-b]pyridin-2-yl)-3H-pyrimidin-4-one), P(=O)(Cl)(Cl)Cl (phosphorus oxychloride). The product is FC1=CC=C(CN2C(=CC=3C2=NC=C(C3)S(=O)(=O)C)C3=NC=NC(=C3F)Cl)C=C1 (1-(4-fluorobenzyl)-5-methanesulfonyl-2-(6-chloro-5-fluoropyrimidin-4-yl)-1H-pyrrolo[2,3-b]pyridine). As a reaction SMILES: [F:1][C:2]1[C:3](=O)[NH:4][CH:5]=[N:6][C:7]=1[C:8]1[N:20]([CH2:21][C:22]2[CH:27]=[CH:26][C:25]([F:28])=[CH:24][CH:23]=2)[C:11]2=[N:12][CH:13]=[C:14]([S:16]([CH3:19])(=[O:18])=[O:17])[CH:15]=[C:10]2[CH:9]=1.P(Cl)(Cl)([Cl:32])=O>>[F:28][C:25]1[CH:26]=[CH:27][C:22]([CH2:21][N:20]2[C:11]3=[N:12][CH:13]=[C:14]([S:16]([CH3:19])(=[O:18])=[O:17])[CH:15]=[C:10]3[CH:9]=[C:8]2[C:7]2[C:2]([F:1])=[C:3]([Cl:32])[N:4]=[CH:5][N:6]=2)=[CH:23][CH:24]=1. Procedure details: A mixture of 5-fluoro-6-(1-(4-fluorobenzyl)-5 methanesulfonyl-1H-pyrrolo[2,3-b]pyridin-2-yl)-3H-pyrimidin-4-one obtained in Example 36 (4) (20 mg) and phosphorus oxychloride (1 ml) was heated, under reflux for 3 hours. The mixture was concentrated under reduced pressure, diluted with dichloromethane, washed with water, dried and concentrated under reduced pressure. The resulting residue was separated using silica gel column chromatography (methanol:dichloromethane=1:99) to obtain the desired pro... Starting materials: CN(C(=O)OC(C)(C)C)C(Cc1ccccc1)C(=O)O, CCN=C=NCCCN(C)C, CN1CCOCC1, CN(C)C=O, CCOC(C)=O, Cl, COc1ccc(F)cc1C1CCNCC1, O, O, On1nnc2ccccc21. Yields the product COc1ccc(F)cc1C1CCN(C(=O)C(Cc2ccccc2)N(C)C(=O)OC(C)(C)C)CC1. As a reaction SMILES: [CH3:16][N:17]([C:18](=[O:19])[O:20][C:21]([CH3:22])([CH3:23])[CH3:24])[CH:25]([C:26](=[O:27])[OH:28])[CH2:29][c:30]1[cH:31][cH:32][cH:33][cH:34][cH:35]1.[CH3:37][N:38]([CH3:39])[CH2:40][CH2:41][CH2:42][N:43]=[C:44]=[N:45][CH2:46][CH3:47].[CH3:59][N:60]1[CH2:61][CH2:62][O:63][CH2:64][CH2:65]1.[CH3:66][N:67]([CH3:68])[CH:69]=[O:70].[CH3:72][CH2:73][O:74][C:75]([CH3:76])=[O:77].[ClH:36].[F:1][c:2]1[cH:3][cH:4][c:5]([O:14][CH3:15])[c:6]([CH:8]2[CH2:9][CH2:10][NH:11][CH2:12][CH2:13]2)[cH:7]1.[OH2:48].[OH2:71].[OH:49][n:50]1[c:51]2[cH:52][cH:53][cH:54][cH:55][c:56]2[n:57][n:58]1>>[F:1][c:2]1[cH:3][cH:4][c:5]([O:14][CH3:15])[c:6]([CH:8]2[CH2:9][CH2:10][N:11]([C:26]([CH:25]([N:17]([CH3:16])[C:18](=[O:19])[O:20][C:21]([CH3:22])([CH3:23])[CH3:24])[CH2:29][c:30]3[cH:31][cH:32][cH:33][cH:34][cH:35]3)=[O:27])[CH2:12][CH2:13]2)[cH:7]1. The reactants are [Na] (sodium), ClCC#N (chloroacetonitrile), NC=1C=C2CCCC2=CC1C(=O)O (5-Amino-6-carboxyindane). Solvent: CO (methanol), CO (methanol), CO (methanol). Reaction conditions: time 30 minute. The product is ClCC1=NC2=CC3=C(C=C2C(N1)=O)CCC3 (2-Chloromethyl-3,4,7,8-tetrahydro-6H-cyclopenta[g]quinazolin-4-one). RXN SMILES: [Na].[Cl:2][CH2:3][C:4]#[N:5].[NH2:6][C:7]1[CH:8]=[C:9]2[C:13](=[CH:14][C:15]=1[C:16]([OH:18])=O)[CH2:12][CH2:11][CH2:10]2>CO>[Cl:2][CH2:3][C:4]1[NH:5][C:16](=[O:18])[C:15]2[C:7](=[CH:8][C:9]3[CH2:10][CH2:11][CH2:12][C:13]=3[CH:14]=2)[N:6]=1 |^1:0|. Reported procedure: Anhydrous methanol (36 ml) was added into a 250 ml round-bottomed flask that contained sodium (0.081 g) under argon. To this stirred solution chloroacetonitrile (1.56 g, 20.7 mmol) was added and stirring was continued for 30 min at room temperature under argon. 5-Amino-6-carboxyindane (European Patent Application 0602851A1; 3.19 g, 18.0 mmol) was then added and the reaction mixture was diluted with more methanol (42 ml). After the reaction mixture being stirred for 1 hour at room temperature, mo...